From a dataset of the Open Reaction Database (ORD), a public repository of structured organic reaction records. describe an organic reaction: reactants, conditions, products, and yield The reactants are CN(C(=O)OC(C)(C)C)C(Cc1ccc2ccccc2c1)C(=O)O, CCN=C=NCCCN(C)C, CNCCc1ccccc1OCCCO, CN(C)C=O, CCOC(C)=O, ClCCl, Cl, On1nnc2cccnc21. Yields the product CN(CCc1ccccc1OCCCO)C(=O)C(Cc1ccc2ccccc2c1)N(C)C(=O)OC(C)(C)C. Reaction SMILES: [C:1]([CH3:2])([CH3:3])([CH3:4])[O:5][C:6](=[O:7])[N:8]([CH3:9])[CH:10]([C:11](=[O:12])[OH:13])[CH2:14][c:15]1[cH:16][c:17]2[cH:18][cH:19][cH:20][cH:21][c:22]2[cH:23][cH:24]1.[CH3:36][N:37]([CH3:38])[CH2:39][CH2:40][CH2:41][N:42]=[C:43]=[N:44][CH2:45][CH3:46].[CH3:47][NH:48][CH2:49][CH2:50][c:51]1[c:52]([O:53][CH2:54][CH2:55][CH2:56][OH:57])[cH:58][cH:59][cH:60][cH:61]1.[CH3:62][N:63]([CH3:64])[CH:65]=[O:66].[CH3:70][CH2:71][O:72][C:73](=[O:74])[CH3:75].[Cl:67][CH2:68][Cl:69].[ClH:35].[OH:25][n:26]1[c:27]2[n:28][cH:29][cH:30][cH:31][c:32]2[n:33][n:34]1>>[C:1]([CH3:2])([CH3:3])([CH3:4])[O:5][C:6](=[O:7])[N:8]([CH3:9])[CH:10]([C:11](=[O:13])[N:48]([CH3:47])[CH2:49][CH2:50][c:51]1[c:52]([O:53][CH2:54][CH2:55][CH2:56][OH:57])[cH:58][cH:59][cH:60][cH:61]1)[CH2:14][c:15]1[cH:16][c:17]2[cH:18][cH:19][cH:20][cH:21][c:22]2[cH:23][cH:24]1. The reactants are FC(C(=O)O)(F)F.FC(C(=O)O)(F)F.N[C@H](C(=O)NC=1C=CC=2NC3=C(C=NC(NC=4C=CC=C(CCC1C2)C4)=N3)Cl)CO ((2S)-2-amino-N-[6-chloro-2,4,8,22-tetraazatetracyclo[14.3.1.1(3,7).1(9,13)]docosa-1(20),3(22),4,6,9(21),10,12,16,18-nonaen-12-yl]-3-hydroxypropanamide bis(trifluoroacetate)), C1(=CC=CC=C1)N=C=O (phenyl isocyanate). Product: FC(C(=O)O)(F)F.N(C1=CC=CC=C1)C(=O)N[C@H](C(=O)NC=1C=CC=2NC3=C(C=NC(NC=4C=CC=C(CCC1C2)C4)=N3)Cl)CO ((2S)-2-[(Anilinocarbonyl)amino]-N-[6-chloro-2,4,8,22-tetraazatetracyclo[14.3.1.1(3,7).1(9,13)]docosa-1(20),3(22),4,6,9(21),10,12,16,18-nonaen-12-yl]-3-hydroxypropanamide trifluoroacetate). The yield is 36.0%. RXN SMILES: [F:1][C:2]([F:7])([F:6])[C:3]([OH:5])=[O:4].FC(F)(F)C(O)=O.[NH2:15][C@@H:16]([CH2:43][OH:44])[C:17]([NH:19][C:20]1[CH:21]=[CH:22][C:23]2[NH:24][C:25]3[N:41]=[C:29]([NH:30][C:31]4[CH:32]=[CH:33][CH:34]=[C:35]([CH:40]=4)[CH2:36][CH2:37][C:38]=1[CH:39]=2)[N:28]=[CH:27][C:26]=3[Cl:42])=[O:18].[C:45]1([N:51]=[C:52]=[O:53])[CH:50]=[CH:49][CH:48]=[CH:47][CH:46]=1>>[F:1][C:2]([F:7])([F:6])[C:3]([OH:5])=[O:4].[NH:51]([C:52]([NH:15][C@@H:16]([CH2:43][OH:44])[C:17]([NH:19][C:20]1[CH:21]=[CH:22][C:23]2[NH:24][C:25]3[N:41]=[C:29]([NH:30][C:31]4[CH:32]=[CH:33][CH:34]=[C:35]([CH:40]=4)[CH2:36][CH2:37][C:38]=1[CH:39]=2)[N:28]=[CH:27][C:26]=3[Cl:42])=[O:18])=[O:53])[C:45]1[CH:50]=[CH:49][CH:48]=[CH:47][CH:46]=1 |f:0.1.2,4.5|. Reported procedure: The desired compound was prepared according to the procedure of Example A9, step H using (2S)-2-amino-N-[6-chloro-2,4,8,22-tetraazatetracyclo[14.3.1.1(3,7).1(9,13)]docosa-1(20),3(22),4,6,9(21),10,12,16,18-nonaen-12-yl]-3-hydroxypropanamide bis(trifluoroacetate) and phenyl isocyanate as starting materials in 36% yield. LCMS for C28H27ClN7O3 (M+H)+: m/z=544.2. Starting materials: C(C)(C)(C)OC(=O)N1C[C@@H]([C@H](CC1)C1=CC=C(C=C1)OCCCOCC1=C(C=CC=C1)OC)OCC1=CC=C2CCCN(C2=C1)CCOS(=O)(=O)C ((3R,4R)-3-[1-(2-methanesulfonyloxy-ethyl)-1,2,3,4-tetrahydro-quinolin-7-ylmethoxy]-4-[4-[3-(2-methoxy-benzyloxy)-propoxy]-phenyl]-piperidine-1-carboxylic acid tert-butyl ester), CO.[H-].[Na+] (methanol sodium hydride). Product: C(C)(C)(C)OC(=O)N1C[C@@H]([C@H](CC1)C1=CC=C(C=C1)OCCCOCC1=C(C=CC=C1)OC)OCC1=CC=C2CCCN(C2=C1)CCOC ((3R,4R)-4-[4-[3-(2-methoxy-benzyloxy)-propoxy]-phenyl]-3-[1-(2-methoxy-ethyl)-1,2,3,4-tetrahydro-quinolin-7-ylmethoxy]-piperidine-1-carboxylic acid tert-butyl ester). As a reaction SMILES: [C:1]([O:5][C:6]([N:8]1[CH2:13][CH2:12][C@H:11]([C:14]2[CH:19]=[CH:18][C:17]([O:20][CH2:21][CH2:22][CH2:23][O:24][CH2:25][C:26]3[CH:31]=[CH:30][CH:29]=[CH:28][C:27]=3[O:32][CH3:33])=[CH:16][CH:15]=2)[C@@H:10]([O:34][CH2:35][C:36]2[CH:45]=[C:44]3[C:39]([CH2:40][CH2:41][CH2:42][N:43]3[CH2:46][CH2:47][O:48]S(C)(=O)=O)=[CH:38][CH:37]=2)[CH2:9]1)=[O:7])([CH3:4])([CH3:3])[CH3:2].[CH3:53]O.[H-].[Na+]>>[C:1]([O:5][C:6]([N:8]1[CH2:13][CH2:12][C@H:11]([C:14]2[CH:19]=[CH:18][C:17]([O:20][CH2:21][CH2:22][CH2:23][O:24][CH2:25][C:26]3[CH:31]=[CH:30][CH:29]=[CH:28][C:27]=3[O:32][CH3:33])=[CH:16][CH:15]=2)[C@@H:10]([O:34][CH2:35][C:36]2[CH:45]=[C:44]3[C:39]([CH2:40][CH2:41][CH2:42][N:43]3[CH2:46][CH2:47][O:48][CH3:53])=[CH:38][CH:37]=2)[CH2:9]1)=[O:7])([CH3:4])([CH3:3])[CH3:2] |f:1.2.3|. Procedure details: In analogy to the procedure described in example 14(a), the (3R,4R)-3-[1-(2-methanesulfonyloxy-ethyl)-1,2,3,4-tetrahydro-quinolin-7-ylmethoxy]-4-[4-[3-(2-methoxy-benzyloxy)-propoxy]-phenyl]-piperidine-1-carboxylic acid tert-butyl ester [example 9(a)] was treated with methanol/sodium hydride to yield the (3R,4R)-4-[4-[3-(2-methoxy-benzyloxy)-propoxy]-phenyl]-3-[1-(2-methoxy-ethyl)-1,2,3,4-tetrahydro-quinolin-7-ylmethoxy]-piperidine-1-carboxylic acid tert-butyl ester as a light yellow oil; MS: 675... Starting materials: C(CCC)[Sn](C1=CC=CC=C1)(CCCC)CCCC (Tributyl-phenyl-stannane), C(C)OC(CNC(=O)C=1C(SC2=C(C=C(C=C2C1O)Cl)Br)=O)=O ([(8-Bromo-6-chloro-4-hydroxy-2-oxo-2H-thiochromene-3-carbonyl)-amino]-acetic acid ethyl ester). Reagents/catalysts: C1(=CC=CC=C1)P(C1=CC=CC=C1)(C1=CC=CC=C1)[Pd-2](P(C1=CC=CC=C1)(C1=CC=CC=C1)C1=CC=CC=C1)(Cl)Cl (bis(triphenylphosphino) palladium(II) dichloride). Run in CN(C)C=O (DMF), C(C)(=O)OCC (ethyl acetate), O (water). Yields the product C(C)OC(CNC(=O)C=1C(SC2=C(C=C(C=C2C1O)Cl)C1=CC=CC=C1)=O)=O ([(6-Chloro-4-hydroxy-2-oxo-8-phenyl-2H-thiochromene-3-carbonyl)-amino]-acetic acid ethyl ester). Yield: 83.4%. Reaction SMILES: [CH2:1]([O:3][C:4](=[O:23])[CH2:5][NH:6][C:7]([C:9]1[C:10](=[O:22])[S:11][C:12]2[C:17]([C:18]=1[OH:19])=[CH:16][C:15]([Cl:20])=[CH:14][C:13]=2Br)=[O:8])[CH3:2].C([Sn](CCCC)(CCCC)[C:29]1[CH:34]=[CH:33][CH:32]=[CH:31][CH:30]=1)CCC>CN(C=O)C.C(OCC)(=O)C.O.C1(P([Pd-2](Cl)(Cl)P(C2C=CC=CC=2)(C2C=CC=CC=2)C2C=CC=CC=2)(C2C=CC=CC=2)C2C=CC=CC=2)C=CC=CC=1>[CH2:1]([O:3][C:4](=[O:23])[CH2:5][NH:6][C:7]([C:9]1[C:10](=[O:22])[S:11][C:12]2[C:17]([C:18]=1[OH:19])=[CH:16][C:15]([Cl:20])=[CH:14][C:13]=2[C:29]1[CH:34]=[CH:33][CH:32]=[CH:31][CH:30]=1)=[O:8])[CH3:2]. Procedure: [(8-Bromo-6-chloro-4-hydroxy-2-oxo-2H-thiochromene-3-carbonyl)-amino]-acetic acid ethyl ester (22(d)) (500 mg, 1.2 mmol) was dissolved in anhydrous DMF (5 mL). To the solution was added Tributyl-phenyl-stannane (467 uL, 1.43 mmol), bis(triphenylphosphino) palladium(II) dichloride (100 mg, 0.12 mmol) and 4 A molecular sieves. The reaction was sealed and the solution was heated to 120 C for 45 minutes. The reaction was cooled, diluted with ethyl acetate (25 mL) and water (25 mL). The organic phase... Reactants: C(#N)C1=CC=C(C=C1)SCC(=O)OCC (ethyl 2-(4-cyanophenyl thio)acetate), [Al](Br)(Br)Br (AlBr3), ClC(C#N)(Cl)Cl (trichloroacetonitrile), Cl (HCl). Yields the product ClC(C1=NC(=NC(=N1)C(Cl)(Cl)Cl)C1=CC=C(C=C1)SCC(=O)OCC)(Cl)Cl (Ethyl 2-{4-[2,4-bis(trichloromethyl)-s-triazine-6-yl]phenyl thio}acetate). RXN SMILES: [C:1]([C:3]1[CH:8]=[CH:7][C:6]([S:9][CH2:10][C:11]([O:13][CH2:14][CH3:15])=[O:12])=[CH:5][CH:4]=1)#[N:2].[Al](Br)(Br)Br.[Cl:20][C:21]([Cl:25])([Cl:24])[C:22]#[N:23].[ClH:26]>>[Cl:20][C:21]([Cl:25])([Cl:24])[C:22]1[N:23]=[C:22]([C:21]([Cl:24])([Cl:20])[Cl:26])[N:23]=[C:1]([C:3]2[CH:4]=[CH:5][C:6]([S:9][CH2:10][C:11]([O:13][CH2:14][CH3:15])=[O:12])=[CH:7][CH:8]=2)[N:2]=1. Procedure: The mixed solution of 10 g of ethyl 2-(4-cyanophenyl thio)acetate (45.2 mmol), 0.8 g of AlBr3, and 50 g of trichloroacetonitrile were bubbled with dry HCl at room temperature. The reactants are O=C1CCC(=O)N1Br, ClCCl, OCCCC1CCCCC1, c1ccc(P(c2ccccc2)c2ccccc2)cc1. Product: BrCCCC1CCCCC1. As a reaction SMILES: [Br:30][N:31]1[C:32](=[O:33])[CH2:34][CH2:35][C:36]1=[O:37].[CH2:38]([Cl:39])[Cl:40].[CH:1]1([CH2:7][CH2:8][CH2:9][OH:10])[CH2:2][CH2:3][CH2:4][CH2:5][CH2:6]1.[c:11]1([P:12]([c:13]2[cH:14][cH:15][cH:16][cH:17][cH:18]2)[c:19]2[cH:20][cH:21][cH:22][cH:23][cH:24]2)[cH:25][cH:26][cH:27][cH:28][cH:29]1>>[CH:1]1([CH2:7][CH2:8][CH2:9][Br:30])[CH2:2][CH2:3][CH2:4][CH2:5][CH2:6]1.